Dataset: the Open Reaction Database (ORD), a public repository of structured organic reaction records. Task: describe an organic reaction: reactants, conditions, products, and yield The reactants are NC1=NC=CN=C1 (2-aminopyrazine), C([O-])([O-])=O.[K+].[K+] (potassium carbonate), BrCC(=O)C1=CC=NC=C1 (4-bromoacetyl pyridine). The solvent is CC(=O)C (acetone), C(C)(=O)OCC (ethyl acetate). Conditions: temperature 60 celsius. The product is N1=CC=C(C=C1)C=1N=C2N(CCN(C2)C(=O)OC(C)(C)C)C1 (tert-Butyl 2-(pyridin-4-yl)-5,6-dihydroimidazo[1,2-a]pyrazine-7(8H)-carboxylate). Isolated yield 12.0%. RXN SMILES: [NH2:1][C:2]1[CH:7]=[N:6][CH:5]=[CH:4][N:3]=1.[C:8](=[O:11])([O-])[O-:9].[K+].[K+].Br[CH2:15][C:16]([C:18]1[CH:23]=[CH:22][N:21]=[CH:20][CH:19]=1)=O>CC(C)=O.C(OCC)(=O)C>[N:21]1[CH:22]=[CH:23][C:18]([C:16]2[N:1]=[C:2]3[CH2:7][N:6]([C:8]([O:9][C:18]([CH3:23])([CH3:19])[CH3:16])=[O:11])[CH2:5][CH2:4][N:3]3[CH:15]=2)=[CH:19][CH:20]=1 |f:1.2.3|. Procedure details: To a solution of 2-aminopyrazine (1.87 g) in dry acetone (30 ml) was added potassium carbonate (3 eqv), 4-bromoacetyl pyridine (2 eqv) and the resulting reaction mixture was heated at 60° C. for 20 hrs. Reaction mixture was filtered through a celite bed, residue washed with DCM and combined organic layer was evaporated completely to get a brown residue. It was again dissolved in ethyl acetate, washed with water and brine and finally dried over sodium sulfate. Evaporation of organic layer gave th... Starting materials: O=C([O-])[O-], CN(C)C=O, Cc1sc2ccccc2c(=O)c1I, [K+], [K+], O, OB(O)c1ccccc1. Reaction SMILES: [C:23](=[O:24])([O-:25])[O-:26].[CH3:29][N:30]([CH3:31])[CH:32]=[O:33].[I:1][c:2]1[c:3]([CH3:13])[s:4][c:5]2[cH:6][cH:7][cH:8][cH:9][c:10]2[c:11]1=[O:12].[K+:27].[K+:28].[OH2:34].[OH:14][B:15]([OH:16])[c:17]1[cH:18][cH:19][cH:20][cH:21][cH:22]1>>[c:2]1(-[c:17]2[cH:18][cH:19][cH:20][cH:21][cH:22]2)[c:3]([CH3:13])[s:4][c:5]2[cH:6][cH:7][cH:8][cH:9][c:10]2[c:11]1=[O:12]. Product: Cc1sc2ccccc2c(=O)c1-c1ccccc1. Starting materials: CCOC(=O)CSc1cnc(NC(=O)N(CC2CCCC2)c2ccc(S(N)(=O)=O)cc2)s1, CCOC(=O)CSc1cnc(N)s1, CS(=O)(=O)c1ccc(N(CC2CCCC2)C(=O)Nc2nc(CC(=O)O)cs2)cc1, NS(=O)(=O)c1ccc(NCC2CCCC2)cc1. Yields the product NS(=O)(=O)c1ccc(N(CC2CCCC2)C(=O)Nc2ncc(SCC(=O)O)s2)cc1. Reaction SMILES: [CH2:1]([CH3:2])[O:3][C:4]([CH2:5][S:6][c:7]1[cH:8][n:9][c:10]([NH:12][C:13](=[O:14])[N:15]([c:16]2[cH:17][cH:18][c:19]([S:22]([NH2:23])(=[O:24])=[O:25])[cH:20][cH:21]2)[CH2:26][CH:27]2[CH2:28][CH2:29][CH2:30][CH2:31]2)[s:11]1)=[O:32].[CH2:79]([O:80][C:81](=[O:82])[CH2:83][S:84][c:85]1[s:86][c:87]([NH2:88])[n:89][cH:90]1)[CH3:91].[CH:33]1([CH2:34][N:35]([c:36]2[cH:37][cH:38][c:39]([S:40]([CH3:41])(=[O:42])=[O:43])[cH:44][cH:45]2)[C:46](=[O:47])[NH:48][c:49]2[s:50][cH:51][c:52]([CH2:53][C:54]([OH:55])=[O:56])[n:57]2)[CH2:58][CH2:59][CH2:60][CH2:61]1.[CH:62]1([CH2:63][NH:64][c:65]2[cH:66][cH:67][c:68]([S:69](=[O:70])(=[O:71])[NH2:72])[cH:73][cH:74]2)[CH2:75][CH2:76][CH2:77][CH2:78]1>>[O:3]=[C:4]([CH2:5][S:6][c:7]1[cH:8][n:9][c:10]([NH:12][C:13](=[O:14])[N:15]([c:16]2[cH:17][cH:18][c:19]([S:22]([NH2:23])(=[O:24])=[O:25])[cH:20][cH:21]2)[CH2:26][CH:27]2[CH2:28][CH2:29][CH2:30][CH2:31]2)[s:11]1)[OH:32]. Starting materials: COCCOc1cc(C#N)cc(C(=O)OC)c1, CCCCCC, Cc1ccccc1, O. Product: COCCOc1cc(C#N)cc(C(C)=O)c1. As a reaction SMILES: [C:7](#[N:8])[c:9]1[cH:10][c:11]([C:12]([O:14][CH3:13])=[O:15])[cH:16][c:17]([O:19][CH2:20][CH2:21][O:22][CH3:23])[cH:18]1.[CH3:1][CH2:2][CH2:3][CH2:4][CH2:5][CH3:6].[CH3:25][c:26]1[cH:27][cH:28][cH:29][cH:30][cH:31]1.[OH2:24]>>[CH3:1][C:12]([c:11]1[cH:10][c:9]([C:7]#[N:8])[cH:18][c:17]([O:19][CH2:20][CH2:21][O:22][CH3:23])[cH:16]1)=[O:14].